Dataset: the Open Reaction Database (ORD), a public repository of structured organic reaction records. Task: describe an organic reaction: reactants, conditions, products, and yield Starting materials: CO[NH3+], CCO, [Cl-], O=C(CCCCl)c1ccccc1, c1ccncc1. The product is CON=C(CCCCl)c1ccccc1. Reaction SMILES: [CH3:14][O:15][NH3+:16].[CH3:23][CH2:24][OH:25].[Cl-:13].[Cl:1][CH2:2][CH2:3][CH2:4][C:5](=[O:6])[c:7]1[cH:8][cH:9][cH:10][cH:11][cH:12]1.[cH:17]1[cH:18][cH:19][n:20][cH:21][cH:22]1>>[Cl:1][CH2:2][CH2:3][CH2:4][C:5]([c:7]1[cH:8][cH:9][cH:10][cH:11][cH:12]1)=[N:16][O:15][CH3:14]. Starting materials: C1(=CC=CC=C1)N1C(=NC2=C1C=CC(=C2)NS(=O)(=O)C2=CC=C(C=C2)F)C2=CC=CC=C2 (N-(1,2-diphenyl-1H-benzimidazol-5-yl)-4-fluorobenzenesulfonamide), O (water), [H-].[Na+] (sodium hydride), COC(CCCCCBr)=O (6-bromohexanoic acid methyl ester). Run in CN(C=O)C (N,N-dimethylformamide). Reaction conditions: temperature 20 celsius, time 30 minute. Yields the product COC(CCCCCN(C1=CC2=C(N(C(=N2)C2=CC=CC=C2)C2=CC=CC=C2)C=C1)S(=O)(=O)C1=CC=C(C=C1)F)=O (6-[[(4-Fluorophenyl)sulfonyl][1,2-diphenyl-1H-benzimidazol-5-yl]amino]hexanoic acid methyl ester). Reaction SMILES: [C:1]1([N:7]2[C:11]3[CH:12]=[CH:13][C:14]([NH:16][S:17]([C:20]4[CH:25]=[CH:24][C:23]([F:26])=[CH:22][CH:21]=4)(=[O:19])=[O:18])=[CH:15][C:10]=3[N:9]=[C:8]2[C:27]2[CH:32]=[CH:31][CH:30]=[CH:29][CH:28]=2)[CH:6]=[CH:5][CH:4]=[CH:3][CH:2]=1.[H-].[Na+].[CH3:35][O:36][C:37](=[O:44])[CH2:38][CH2:39][CH2:40][CH2:41][CH2:42]Br.O>CN(C)C=O>[CH3:35][O:36][C:37](=[O:44])[CH2:38][CH2:39][CH2:40][CH2:41][CH2:42][N:16]([S:17]([C:20]1[CH:25]=[CH:24][C:23]([F:26])=[CH:22][CH:21]=1)(=[O:19])=[O:18])[C:14]1[CH:13]=[CH:12][C:11]2[N:7]([C:1]3[CH:6]=[CH:5][CH:4]=[CH:3][CH:2]=3)[C:8]([C:27]3[CH:28]=[CH:29][CH:30]=[CH:31][CH:32]=3)=[N:9][C:10]=2[CH:15]=1 |f:1.2|. Procedure: 150 mg of N-(1,2-diphenyl-1H-benzimidazol-5-yl)-4-fluorobenzenesulfonamide was suspended in 0.5 ml of N,N-dimethylformamide, mixed with 12 mg of sodium hydride and stirred for 30 minutes at 20° C. 98 mg of 6-bromohexanoic acid methyl ester was added, allowed to stir for 15 hours, mixed with water, extracted three times with ethyl acetate, the extracts were dried on sodium sulfate, concentrated by evaporation in a vacuum, and the residue was chromatographed on silica gel. Starting materials: BrC=1C=C(C=C(C1)OCOC)N1CCCC1 (1-(3-bromo-5-methoxymethoxy-phenyl)-pyrrolidine), C(=O)([O-])[O-].[K+].[K+] (K2CO3), C(C)I (Ethyl iodide), C(C)I (ethyl iodide), Cl (hydrogen chloride), solution, [OH-].[NH4+] (ammonium hydroxide), C(C)I (Ethyl iodide). Reagents/catalysts: CO (methanol). Run in C(Cl)Cl (methylene chloride), CN(C)C=O (DMF), C(Cl)Cl (methylene chloride). Reaction conditions: temperature 60 celsius, time 45 minute. Product: BrC=1C=C(C=C(C1)OCC)N1CCCC1 (1-(3-bromo-5-ethoxy-phenyl)-pyrrolidine). Yield: 44.2%. RXN SMILES: [Br:1][C:2]1[CH:3]=[C:4]([N:12]2[CH2:16][CH2:15][CH2:14][CH2:13]2)[CH:5]=[C:6]([O:8][CH2:9]OC)[CH:7]=1.Cl.[OH-].[NH4+].[C:20]([O-])([O-])=O.[K+].[K+].C(I)C>C(Cl)Cl.CO.CN(C=O)C>[Br:1][C:2]1[CH:3]=[C:4]([N:12]2[CH2:16][CH2:15][CH2:14][CH2:13]2)[CH:5]=[C:6]([O:8][CH2:9][CH3:20])[CH:7]=1 |f:2.3,4.5.6|. Reported procedure: A flask was charged with 1-(3-bromo-5-methoxymethoxy-phenyl)-pyrrolidine (206 mg, 0.72 mmol) and a solution of 10% ethanolic hydrogen chloride (5 ml, dry) was added. The flask was capped and stirred for 45 minutes. The volatile material was stripped (rotovap) and methylene chloride (10 ml) was added. This was again stripped. The remainder was taken up in methylene chloride (10 ml). To this stirred material was added a 5% solution of ammonium hydroxide in methanol (20 drops). This material was st...